This data is from the Open Reaction Database (ORD), a public repository of structured organic reaction records. The task is: describe an organic reaction: reactants, conditions, products, and yield Reactants: C(C)(C)(C)C=1C=C(C(=C(C1)NC(=O)C=1N(C2=C(C=CC=C2C1)CN1CCC(CC1)C(=O)O)C)OC)NS(=O)(=O)C (1-[2-(5-tert-butyl-3-methanesulphonylamino-2-methoxy-phenylcarbamoyl)-1-methyl-1H-indol-7-ylmethyl]-piperidine-4-carboxylic acid), CN1CCNCC1 (1-methylpiperazine). Run in O1CCCC1 (Tetrahydrofuran). Product: C(C)(C)(C)C=1C=C(C(=C(C1)NC(=O)C=1N(C2=C(C=CC=C2C1)CN1CCC(CC1)C(=O)N1CCN(CC1)C)C)OC)NS(=O)(=O)C (1-methyl-7-[4-(4-methyl-piperazine-1-carbonyl)-piperidin-1-ylmethyl]-1H-indole-2-carboxylic acid-(5-tert-butyl-3-methanesulphonylamino-2-methoxy-phenyl)-amide). RXN SMILES: [C:1]([C:5]1[CH:6]=[C:7]([NH:36][S:37]([CH3:40])(=[O:39])=[O:38])[C:8]([O:34][CH3:35])=[C:9]([NH:11][C:12]([C:14]2[N:15]([CH3:33])[C:16]3[C:21]([CH:22]=2)=[CH:20][CH:19]=[CH:18][C:17]=3[CH2:23][N:24]2[CH2:29][CH2:28][CH:27]([C:30]([OH:32])=O)[CH2:26][CH2:25]2)=[O:13])[CH:10]=1)([CH3:4])([CH3:3])[CH3:2].[CH3:41][N:42]1[CH2:47][CH2:46][NH:45][CH2:44][CH2:43]1>O1CCCC1>[C:1]([C:5]1[CH:6]=[C:7]([NH:36][S:37]([CH3:40])(=[O:38])=[O:39])[C:8]([O:34][CH3:35])=[C:9]([NH:11][C:12]([C:14]2[N:15]([CH3:33])[C:16]3[C:21]([CH:22]=2)=[CH:20][CH:19]=[CH:18][C:17]=3[CH2:23][N:24]2[CH2:29][CH2:28][CH:27]([C:30]([N:45]3[CH2:46][CH2:47][N:42]([CH3:41])[CH2:43][CH2:44]3)=[O:32])[CH2:26][CH2:25]2)=[O:13])[CH:10]=1)([CH3:3])([CH3:4])[CH3:2]. Reported procedure: 1-[2-(5-tert-butyl-3-methanesulphonylamino-2-methoxy-phenylcarbamoyl)-1-methyl-1H-indol-7-ylmethyl]-piperidine-4-carboxylic acid and 1-methylpiperazine are used as reactants. Tetrahydrofuran is used instead of N,N-dimethylformamide. Reported procedure: A solution containing 10 g methyl 5-nitropicolinate in 400 ml ethyl acetate is stirred under hydrogen in the presence of 1 g platinum oxide at room temperature and atmospheric pressure. When no further hydrogen uptake occurs, the catalyst is removed by filtration, the filtrate concentrated, and the product collected. This is recrystallized from ethyl acetate to give analytically pure methyl 5-aminopicolinate, mp 147°-150.5° C. The reactants are [N+](=O)([O-])C=1C=CC(=NC1)C(=O)OC (methyl 5-nitropicolinate), [H][H] (hydrogen). Yields the product NC=1C=CC(=NC1)C(=O)OC (methyl 5-aminopicolinate). Reagents/catalysts: [Pt]=O (platinum oxide). The solvent is C(C)(=O)OCC (ethyl acetate). RXN SMILES: [N+:1]([C:4]1[CH:5]=[CH:6][C:7]([C:10]([O:12][CH3:13])=[O:11])=[N:8][CH:9]=1)([O-])=O.[H][H]>C(OCC)(=O)C.[Pt]=O>[NH2:1][C:4]1[CH:5]=[CH:6][C:7]([C:10]([O:12][CH3:13])=[O:11])=[N:8][CH:9]=1. Reactants: [Al+3], COc1ccc(OC)cc1, CO, [Cl-], [Cl-], [Cl-], O=C(Cl)CCl, ClCCl, Cl. Product: COc1ccc(OC)c(C(=O)CCl)c1. Reaction SMILES: [Al+3:12].[CH3:1][O:2][c:3]1[cH:4][cH:5][c:6]([O:9][CH3:10])[cH:7][cH:8]1.[CH3:24][OH:25].[Cl-:11].[Cl-:13].[Cl-:14].[Cl:15][CH2:16][C:17](=[O:18])[Cl:19].[Cl:21][CH2:22][Cl:23].[ClH:20]>>[CH3:1][O:2][c:3]1[c:4]([C:17]([CH2:16][Cl:15])=[O:18])[cH:5][c:6]([O:9][CH3:10])[cH:7][cH:8]1. Reactants: C1CCOC1, CC1(C)CCC(C)(C)c2cc(Cc3csc(C4OCCO4)c3)ccc21, CO, Cl. Yields the product CC1(C)CCC(C)(C)c2cc(Cc3csc(C=O)c3)ccc21. Reaction SMILES: [CH2:29]1[O:30][CH2:31][CH2:32][CH2:33]1.[CH3:1][C:2]1([CH3:25])[c:3]2[cH:4][cH:5][c:6]([CH2:14][c:15]3[cH:16][c:17]([CH:20]4[O:21][CH2:24][CH2:23][O:22]4)[s:18][cH:19]3)[cH:7][c:8]2[C:9]([CH3:12])([CH3:13])[CH2:10][CH2:11]1.[CH3:27][OH:28].[ClH:26]>>[CH3:1][C:2]1([CH3:25])[c:3]2[cH:4][cH:5][c:6]([CH2:14][c:15]3[cH:16][c:17]([CH:20]=[O:21])[s:18][cH:19]3)[cH:7][c:8]2[C:9]([CH3:12])([CH3:13])[CH2:10][CH2:11]1. As a reaction SMILES: [CH2:2]([CH2:3][CH2:4][CH3:5])[Mg+:6].[CH2:40]1[O:41][CH2:42][CH2:43][CH2:44]1.[Cl-:1].[Cl:7][SiH:8]1[CH2:9][CH2:10][CH:11]([CH2:14][CH2:15][CH2:16][CH2:17][CH:18]2[CH2:19][CH2:20][CH:21]([c:24]3[cH:25][cH:26][c:27]([O:30][CH:31]([F:32])[F:33])[cH:28][cH:29]3)[CH2:22][CH2:23]2)[CH2:12][CH2:13]1.[SiH2:34]1[CH2:35][CH2:36][CH2:37][CH2:38][CH2:39]1>>[CH2:2]([CH2:3][CH2:4][CH3:5])[SiH:8]1[CH2:9][CH2:10][CH:11]([CH2:14][CH2:15][CH2:16][CH2:17][CH:18]2[CH2:19][CH2:20][CH:21]([c:24]3[cH:25][cH:26][c:27]([O:30][CH:31]([F:32])[F:33])[cH:28][cH:29]3)[CH2:22][CH2:23]2)[CH2:12][CH2:13]1. Starting materials: CCCC[Mg+], C1CCOC1, [Cl-], FC(F)Oc1ccc(C2CCC(CCCCC3CC[SiH](Cl)CC3)CC2)cc1, C1CC[SiH2]CC1. Product: CCCC[SiH]1CCC(CCCCC2CCC(c3ccc(OC(F)F)cc3)CC2)CC1.